Dataset: the Open Reaction Database (ORD), a public repository of structured organic reaction records. Task: describe an organic reaction: reactants, conditions, products, and yield RXN SMILES: Cl[C:2]1[CH:7]=[CH:6][N:5]=[C:4]2[CH:8]=[C:9]([C:11]3[CH:16]=[CH:15][CH:14]=[C:13]([O:17][CH3:18])[CH:12]=3)[O:10][C:3]=12.[CH3:19][C:20]1[C:28]([NH2:29])=[CH:27][CH:26]=[C:25]2[C:21]=1[CH:22]=[CH:23][NH:24]2>>[CH3:18][O:17][C:13]1[CH:12]=[C:11]([C:9]2[O:10][C:3]3[C:4](=[N:5][CH:6]=[CH:7][C:2]=3[NH:29][C:28]3[C:20]([CH3:19])=[C:21]4[C:25](=[CH:26][CH:27]=3)[NH:24][CH:23]=[CH:22]4)[CH:8]=2)[CH:16]=[CH:15][CH:14]=1. Reactants: ClC1=C2C(=NC=C1)C=C(O2)C2=CC(=CC=C2)OC (7-chloro-2-(3-methoxyphenyl)furo[3,2-b]pyridine), CC1=C2C=CNC2=CC=C1N (4-methyl-1H-indol-5-ylamine). Isolated yield 59.0%. Reported procedure: The title compound was prepared by procedure E using 7-chloro-2-(3-methoxyphenyl)furo[3,2-b]pyridine (29.70 mg; 0.11 mmol; 1.00 eq.) instead of 7-chloro-2-(3,4,5-trimethoxyphenyl)furo[3,2-b]pyridine, and 4-methyl-1H-indol-5-ylamine (17.56 mg; 0.12 mmol; 1.05 eq.) instead of 6-amino-2,2-difluoro-4H-benzo[1,4]oxazin-3-one, and was obtained as a beige solid (25 mg, 59%). (HPLC (method F): 98%, RT: 3.96 min); 1H NMR (500 MHz, DMSO-d6) δ[ppm] 11.15 (s, 1H), 8.58 (s, 1H), 7.96 (d, J=5.4, 1H), 7.55 (d,... Yields the product COC=1C=C(C=CC1)C1=CC2=NC=CC(=C2O1)NC=1C(=C2C=CNC2=CC1)C ([2-(3-Methoxy-phenyl)-furo[3,2-b]pyridin-7-yl]-(4-methyl-1H-indol-5-yl)-amine), solid. Starting materials: Oc1ccc(F)c2c1SCC2, OC(CCI)c1ccccc1. Yields the product Fc1ccc(OC(CCI)c2ccccc2)c2c1CCS2. As a reaction SMILES: [F:12][c:13]1[cH:14][cH:15][c:16]([OH:22])[c:17]2[c:21]1[CH2:20][CH2:19][S:18]2.[I:1][CH2:2][CH2:3][CH:4]([OH:5])[c:6]1[cH:7][cH:8][cH:9][cH:10][cH:11]1>>[I:1][CH2:2][CH2:3][CH:4]([O:5][c:16]1[cH:15][cH:14][c:13]([F:12])[c:21]2[c:17]1[S:18][CH2:19][CH2:20]2)[c:6]1[cH:7][cH:8][cH:9][cH:10][cH:11]1.